From a dataset of the Open Reaction Database (ORD), a public repository of structured organic reaction records. describe an organic reaction: reactants, conditions, products, and yield Starting materials: CCOC(=O)C1(NC(=O)c2cccc(C)c2OC(C)C)Cc2ccc(C(F)(F)F)cc2C1, CCO, [K+], [OH-], O. Yields the product Cc1cccc(C(=O)NC2(C(=O)O)Cc3ccc(C(F)(F)F)cc3C2)c1OC(C)C. Reaction SMILES: [CH2:1]([CH3:2])[O:3][C:4](=[O:5])[C:6]1([NH:19][C:20]([c:21]2[c:22]([O:28][CH:29]([CH3:30])[CH3:31])[c:23]([CH3:27])[cH:24][cH:25][cH:26]2)=[O:32])[CH2:7][c:8]2[cH:9][cH:10][c:11]([C:15]([F:16])([F:17])[F:18])[cH:12][c:13]2[CH2:14]1.[CH3:36][CH2:37][OH:38].[K+:34].[OH-:33].[OH2:35]>>[O:3]=[C:4]([OH:5])[C:6]1([NH:19][C:20]([c:21]2[c:22]([O:28][CH:29]([CH3:30])[CH3:31])[c:23]([CH3:27])[cH:24][cH:25][cH:26]2)=[O:32])[CH2:7][c:8]2[cH:9][cH:10][c:11]([C:15]([F:16])([F:17])[F:18])[cH:12][c:13]2[CH2:14]1. The product is C(C)(=O)N1CC2=C(C=CC=C2CC1)Cl (2-Acetyl-8-chloro-1,2,3,4-tetrahydoisoquinoline). Procedure: To a mixture of 28.6 g of 8-chloro-1,2,3,4-tetrahydoisoquinoline hydrochloride in 140 ml of dichloromethane was added 140 ml of 1N aqueous NaOH solution and 17.6 g of NaHCO3. To the solution was added dropwise 14.5 ml of acetic anhydride at 5° C. The mixture was stirred at room temperature for 1 hour. The organic layer was separated and the aqueous layer was extracted with dichloromethane. The combined organic extracts were washed with water, dried over anhydrous sodium sulfate. The solvent was ... RXN SMILES: Cl.[Cl:2][C:3]1[CH:4]=[CH:5][CH:6]=[C:7]2[C:12]=1[CH2:11][NH:10][CH2:9][CH2:8]2.[OH-].[Na+].C([O-])(O)=O.[Na+].[C:20](OC(=O)C)(=[O:22])[CH3:21]>ClCCl>[C:20]([N:10]1[CH2:9][CH2:8][C:7]2[C:12](=[C:3]([Cl:2])[CH:4]=[CH:5][CH:6]=2)[CH2:11]1)(=[O:22])[CH3:21] |f:0.1,2.3,4.5|. Reactants: C(C)(=O)OC(C)=O (acetic anhydride), [OH-].[Na+] (NaOH), C(=O)(O)[O-].[Na+] (NaHCO3), Cl.ClC=1C=CC=C2CCNCC12 (8-chloro-1,2,3,4-tetrahydoisoquinoline hydrochloride). Reaction conditions: time 1 hour. Solvent: ClCCl (dichloromethane).